This data is from the Open Reaction Database (ORD), a public repository of structured organic reaction records. The task is: describe an organic reaction: reactants, conditions, products, and yield The reactants are CC1=CC=C(C(=O)O)C=C1 (4-methylbenzoic acid), Cl.CN (monomethylamine hydrochloride), C(C(=O)Cl)(=O)Cl (oxalyl chloride), Cl (hydrochloric acid). Run in C(Cl)Cl (methylene chloride), C(C)N(CC)CC (triethylamine), CN(C=O)C (N,N-dimethylformamide), O (water). Reaction conditions: time 5.5 hour. The product is CNC(C1=CC=C(C=C1)C)=O (N,4-dimethylbenzamide). The yield is 64.2%. Reaction SMILES: [CH3:1][C:2]1[CH:10]=[CH:9][C:5]([C:6](O)=[O:7])=[CH:4][CH:3]=1.C(Cl)(=O)C(Cl)=O.Cl.[CH3:18][NH2:19].Cl>O.C(N(CC)CC)C.CN(C)C=O.C(Cl)Cl>[CH3:18][NH:19][C:6](=[O:7])[C:5]1[CH:9]=[CH:10][C:2]([CH3:1])=[CH:3][CH:4]=1 |f:2.3|. Procedure: 3.00 g of 4-methylbenzoic acid was suspended in a mixed solvent of 30 mL of methylene chloride and 20 μL of N,N-dimethylformamide, to which 2.9 mL of oxalyl chloride was added dropwise at room temperature, and this suspension was stirred for 5.5 hours at room temperature. Then, 1.79 g of monomethylamine hydrochloride was added to the reaction mixture, to which 15.4 mL of triethylamine was added dropwise in an ice bath, and the mixture was stirred for one hour at room temperature. The reaction mi... Starting materials: Cl.C1(=CC=CC=C1)C1(CCC([C@H]2CNC[C@@H]12)=O)C1=CC=CC=C1 ((3aR,7aR)-7,7-diphenyl-4-perhydroisoindolone hydrochloride), C(C1=CC=CC=C1)Br (benzyl bromide). Solvent: ClCCl (dichloromethane), C(C)N(CC)CC (triethylamine). Conditions: temperature 20 celsius, time 2 hour. Product: C(C1=CC=CC=C1)N1C[C@H]2C(CCC([C@H]2C1)=O)(C1=CC=CC=C1)C1=CC=CC=C1 ((3aR, 7aR)-2-benzyl-7,7-diphenyl-4-perhydroisoindolone). Reaction SMILES: [CH2:1](Br)[C:2]1[CH:7]=[CH:6][CH:5]=[CH:4][CH:3]=1.Cl.[C:10]1([C:16]2([C:26]3[CH:31]=[CH:30][CH:29]=[CH:28][CH:27]=3)[C@H:24]3[C@H:20]([CH2:21][NH:22][CH2:23]3)[C:19](=[O:25])[CH2:18][CH2:17]2)[CH:15]=[CH:14][CH:13]=[CH:12][CH:11]=1>ClCCl.C(N(CC)CC)C>[CH2:1]([N:22]1[CH2:21][C@H:20]2[C@H:24]([C:16]([C:26]3[CH:31]=[CH:30][CH:29]=[CH:28][CH:27]=3)([C:10]3[CH:15]=[CH:14][CH:13]=[CH:12][CH:11]=3)[CH2:17][CH2:18][C:19]2=[O:25])[CH2:23]1)[C:2]1[CH:7]=[CH:6][CH:5]=[CH:4][CH:3]=1 |f:1.2|. Procedure: 7.9 cm3 of benzyl bromide are added to a solution, cooled to 0° C., of 21.7 g of (3aR,7aR)-7,7-diphenyl-4-perhydroisoindolone hydrochloride in 300 cm3 of dichloromethane and 18.5 cm3 of triethylamine. After stirring for 1 hour at 0° C. and 2 hours at 20° C., the reaction mixture is washed with 50 cm3 of water, dried over magnesium sulphate and concentrated to dryness under reduced pressure (2.7 kPa). The residue is chromatographed on a silica gel column (0.04-0.06 mm, diameter 5 cm, height 40 cm...